The task is: describe an organic reaction: reactants, conditions, products, and yield. This data is from the Open Reaction Database (ORD), a public repository of structured organic reaction records. Starting materials: [Mg] (magnesium), C(C)OCC (diethyl ether), methyl ester, CC1=CCC(CC1)C(=O)O (4-methyl-3-cyclohexene-1-carboxylic acid), C(C)OCC (diethyl ether), ICC (iodoethane). Product: C(C)C(O)(C1CC=C(CC1)C)CC (alpha,alpha-Diethyl-4-methyl-3-cyclohexene-1-methanol). RXN SMILES: [Mg].I[CH2:3][CH3:4].[CH3:5][C:6]1[CH2:11][CH2:10][CH:9]([C:12]([OH:14])=O)[CH2:8][CH:7]=1.[CH2:15](OCC)[CH3:16]>>[CH2:15]([C:12]([CH2:3][CH3:4])([CH:9]1[CH2:10][CH2:11][C:6]([CH3:5])=[CH:7][CH2:8]1)[OH:14])[CH3:16]. Procedure: To 9.4 g of magnesium stirred in 350 ml of diethyl ether was added 60.4 g of iodoethane over 30 minutes to produce a mildly refluxing reaction mixture. The reaction mixture was refluxed for an additional hour, and then 23 g of the methyl ester of 4-methyl-3-cyclohexene-1-carboxylic acid in 20 ml of diethyl ether was added dropwise while maintaining gentle reflux. The reaction mixture was refluxed for an additional 1/2 hour, quenched with water, and extracted with diethyl ether; the ether extract... The reactants are Cl.C(C)N=C=NCCCN(C)C (1-ethyl-3-(3′-dimethylaminopropyl)carbodiimide HCL), N[C@H](CC1=CNC2=CC=CC=C12)C(=O)N1[C@@H](C(=O)O)CCC1.CC1CN(CCC1)C(=O)N (DTrp-DPro 3-methylpiperidinamide), N(C(C)(C)C(=O)O)C(=O)OC(C)(C)C (Boc-Aib), ON1N=NC2=C1C=CC=C2 (1-hydroxybenzotriazole). Solvent: C(Cl)Cl (CH2Cl2), C(Cl)Cl (CH2Cl2), C(Cl)Cl (CH2Cl2). Reaction conditions: time 18 hour. The product is N(C(C)(C)C(=O)N[C@H](CC1=CNC2=CC=CC=C12)C(=O)N1[C@@H](C(=O)O)CCC1)C(=O)OC(C)(C)C.N1CC(CCC1)C(=O)N (Boc-Aib-DTrp-DPro 3-piperidinamide). Reaction SMILES: [NH:1]([C:8]([O:10][C:11]([CH3:14])([CH3:13])[CH3:12])=[O:9])[C:2]([C:5]([OH:7])=O)([CH3:4])[CH3:3].ON1C2C=CC=CC=2N=N1.Cl.C(N=C=NCCCN(C)C)C.[NH2:37][C@@H:38]([C:49]([N:51]1[CH2:58][CH2:57][CH2:56][C@@H:52]1[C:53]([OH:55])=[O:54])=[O:50])[CH2:39][C:40]1[C:48]2[C:43](=[CH:44][CH:45]=[CH:46][CH:47]=2)[NH:42][CH:41]=1.CC1CCCN(C(N)=O)C1>C(Cl)Cl>[NH:1]([C:8]([O:10][C:11]([CH3:14])([CH3:13])[CH3:12])=[O:9])[C:2]([C:5]([NH:37][C@@H:38]([C:49]([N:51]1[CH2:58][CH2:57][CH2:56][C@@H:52]1[C:53]([OH:55])=[O:54])=[O:50])[CH2:39][C:40]1[C:48]2[C:43](=[CH:44][CH:45]=[CH:46][CH:47]=2)[NH:42][CH:41]=1)=[O:7])([CH3:3])[CH3:4].[NH:42]1[CH2:41][CH2:40][CH2:39][CH:38]([C:49]([NH2:51])=[O:50])[CH2:43]1 |f:2.3,4.5,7.8|. Procedure: In a 50 ml round bottom flask, 0.33 mmol of Boc-Aib was dissolved in 20 ml dry CH2Cl2 and then 0.31 mmol of 1-hydroxybenzotriazole was added while stirring under N2 atmosphere in an ice-bath. 0.35 mmol of 1-ethyl-3-(3′-dimethylaminopropyl)carbodiimide HCL was added in 10 ml dry CH2Cl2 at a fast drop rate and the reaction mixture was stirred for 1 hour at 0° C. 0.30 mmol of (2) in 15 ml of CH2Cl2 was added dropwise and stirring was continued for an additional 18 h at ambient temperature. The reac...